Task: describe an organic reaction: reactants, conditions, products, and yield. Dataset: the Open Reaction Database (ORD), a public repository of structured organic reaction records The product is NC[C@H](O)C=1C=CC(=C(C1)NC=O)OCOCC[Si](C)(C)C ({5-[(1R)-2-Amino-1-hydroxyethyl]-2-[({[2-(trimethylsilyl)ethyl]oxy}methyl)oxy]phenyl}formamide). The reagents and catalysts are [Pd] (palladium on carbon), [OH-].[OH-].[Pd+2] (palladium hydroxide on carbon). Solvent: CCO (EtOH), CCOC(=O)C (EtOAc). Procedure details: A solution of {5[(1R)-2-[bis(phenylmethyl)amino]-1-hydroxyethyl}-2-[({[2-(trimethylsilyl)ethyl]oxy}methyl)oxy]phenyl}formamide (90 mg) in EtOAc (8 ml) and EtOH (8 ml) was hydrogenated over 10% palladium on carbon (40 mg) and 20% palladium hydroxide on carbon (20 mg). When hydrogen uptake had ceased the mixture was filtered through celite and the solvent evaporated in vacuo to give the title compound (52 mg). LCMS RT=2.31 min. Reaction SMILES: C1(C[N:8](CC2C=CC=CC=2)[CH2:9][C@@H:10]([C:12]2[CH:13]=[CH:14][C:15]([O:21][CH2:22][O:23][CH2:24][CH2:25][Si:26]([CH3:29])([CH3:28])[CH3:27])=[C:16]([NH:18][CH:19]=[O:20])[CH:17]=2)[OH:11])C=CC=CC=1.[H][H]>CCOC(C)=O.CCO.[Pd].[OH-].[OH-].[Pd+2]>[NH2:8][CH2:9][C@@H:10]([C:12]1[CH:13]=[CH:14][C:15]([O:21][CH2:22][O:23][CH2:24][CH2:25][Si:26]([CH3:29])([CH3:28])[CH3:27])=[C:16]([NH:18][CH:19]=[O:20])[CH:17]=1)[OH:11] |f:5.6.7|. The reactants are C1(=CC=CC=C1)CN(C[C@H](O)C=1C=CC(=C(C1)NC=O)OCOCC[Si](C)(C)C)CC1=CC=CC=C1 ({5[(1R)-2-[bis(phenylmethyl)amino]-1-hydroxyethyl}-2-[({[2-(trimethylsilyl)ethyl]oxy}methyl)oxy]phenyl}formamide), [H][H] (hydrogen). Yield: 89.7%. The reactants are C(=C)N1C(CCC1)=O.C(C)(=O)OC=C (vinylpyrrolidone/vinyl acetate), Cl (HCl). Solvent: [OH-].[Na+] (NaOH). Conditions: temperature 60 celsius, time 2 hour. Product: C(=C)N1C(CCC1)=O.C(=C)O (vinylpyrrolidone vinyl alcohol). Yield: 113.1%. As a reaction SMILES: [CH:1]([N:3]1[CH2:7][CH2:6][CH2:5][C:4]1=[O:8])=[CH2:2].[C:9](OC=C)(=[O:11])[CH3:10].Cl>[OH-].[Na+]>[CH:1]([N:3]1[CH2:7][CH2:6][CH2:5][C:4]1=[O:8])=[CH2:2].[CH:9]([OH:11])=[CH2:10] |f:0.1,3.4,5.6|. Procedure details: 10 g of vinylpyrrolidone/vinyl acetate polymer (Trademark: PVP/VA E-635, GAF Corporation U.S.A.) were introduced into 200 ml of 0.2N NaOH. The mixture was stirred for 2 hours at 60° C., adjusted to neutral with 1N HCl and subjected to ultrafiltration using a thin layer filter (Trademark: UM 10, AMICON, Holland) at 3 atoms. Evaporation under reduced pressure and lyophilization to a temperature of -70° C. to -80° C. gave 8.9 g of vinylpyrrolidone/vinyl alcohol polymer as white powder. Yields the product C(CC)N1N=NC(=C1)C[Si](C)(C)C (1-propyl-4-((trimethylsilyl)methyl)-1H-1,2,3-triazole). Reactants: C[Si](C)(C)C#C (Trimethylsilylacetylene), N(=[N+]=[N-])CCC (1-azidopropane), O[C@@H](CO)[C@H]1OC(C(=C1[O-])O)=O.[Na+] (sodium (R)-2-((S)-1,2-dihydroxyethyl)-4-hydroxy-5-oxo-2,5-dihydrofuran-3-olate), O (water). Reported procedure: Trimethylsilylacetylene, 1-azidopropane, copper (II) sulfate and sodium (R)-2-((S)-1,2-dihydroxyethyl)-4-hydroxy-5-oxo-2,5-dihydrofuran-3-olate were added to a 1:2 solution of water:butan-1-ol. The reaction was stirred for 4 days and t-butanol and water were removed, producing a 1-propyl-4-((trimethylsilyl)methyl)-1H-1,2,3-triazole solid. Run in C(CCC)O (butan-1-ol). The reagents and catalysts are S(=O)(=O)([O-])[O-].[Cu+2] (copper (II) sulfate). RXN SMILES: [CH3:1][Si:2]([C:5]#[CH:6])([CH3:4])[CH3:3].[N:7]([CH2:10][CH2:11][CH3:12])=[N+:8]=[N-:9].O[C@H:14]([C@@H]1C([O-])=C(O)C(=O)O1)CO.[Na+].O>S([O-])([O-])(=O)=O.[Cu+2].C(O)CCC>[CH2:10]([N:7]1[CH:14]=[C:6]([CH2:5][Si:2]([CH3:4])([CH3:3])[CH3:1])[N:9]=[N:8]1)[CH2:11][CH3:12] |f:2.3,5.6|. Reaction conditions: time 4 day. Starting materials: C(#N)C1=CC=C(C=C1)C1=CC=C(C=C1)OCCCCCC(=O)O (6-(4'-cyanobiphenyl-4-oxy)caproic acid), S(=O)(Cl)Cl (thionyl chloride). The reagents and catalysts are CN(C=O)C (dimethylformamide). Run in C1(=CC=CC=C1)C (toluene). The product is C(#N)C1=CC=C(C=C1)C1=CC=C(C=C1)OCCCCCC(=O)Cl (6-(4'-Cyanobiphenyl-4-oxy)caproyl chloride). As a reaction SMILES: [C:1]([C:3]1[CH:8]=[CH:7][C:6]([C:9]2[CH:14]=[CH:13][C:12]([O:15][CH2:16][CH2:17][CH2:18][CH2:19][CH2:20][C:21]([OH:23])=O)=[CH:11][CH:10]=2)=[CH:5][CH:4]=1)#[N:2].S(Cl)([Cl:26])=O>CN(C)C=O.C1(C)C=CC=CC=1>[C:1]([C:3]1[CH:8]=[CH:7][C:6]([C:9]2[CH:14]=[CH:13][C:12]([O:15][CH2:16][CH2:17][CH2:18][CH2:19][CH2:20][C:21]([Cl:26])=[O:23])=[CH:11][CH:10]=2)=[CH:5][CH:4]=1)#[N:2]. Procedure details: A solution comprising 16.3 g (52.7 mmol) of 6-(4'-cyanobiphenyl-4-oxy)caproic acid, 7.5 g (63.3 mmol) of thionyl chloride and 3 drops of dimethylformamide in 160 ml of toluene was heated at the boil for 1.5 hours. The readily volatile constituents were removed under reduced pressure at 80° C. and the residue was dried under reduced pressure at room temperature. Starting materials: CCN(CC)C(=O)Oc1ccccc1 (substrate), CC3(C)COB(c2ccc1OCOc1c2)OC3 (effective_coupling_partner). Reagents/catalysts: I(2-Ad). Conditions: temperature 150 celsius, time 20 hour. The product is c3ccc(c2ccc1OCOc1c2)cc3. The reactants are CC(C)(C)OC(=O)NC1COCCC1N, [BH3-]C#N, CC(=O)O, CO, [Na+], O=C1CCCC1. Yields the product CC(C)(C)OC(=O)NC1COCCC1NC1CCCC1. As a reaction SMILES: [C:1]([CH3:2])([CH3:3])([CH3:4])[O:5][C:6]([NH:7][CH:8]1[CH2:9][O:10][CH2:11][CH2:12][CH:13]1[NH2:14])=[O:15].[C:26]([BH3-:27])#[N:28].[CH3:16][C:17](=[O:18])[OH:19].[CH3:30][OH:31].[Na+:29].[O:20]=[C:21]1[CH2:22][CH2:23][CH2:24][CH2:25]1>>[C:1]([CH3:2])([CH3:3])([CH3:4])[O:5][C:6]([NH:7][CH:8]1[CH2:9][O:10][CH2:11][CH2:12][CH:13]1[NH:14][CH:21]1[CH2:22][CH2:23][CH2:24][CH2:25]1)=[O:15].